Dataset: the Open Reaction Database (ORD), a public repository of structured organic reaction records. Task: describe an organic reaction: reactants, conditions, products, and yield Reactants: resulting solution, [BH4-].[Na+] (sodium borohydride), ClC=1C=C(C=CC1Cl)C1(CCC1)C#N (1-(3,4-dichlorophenyl)cyclobutane carbonitrile), Cl (Hydrochloric acid), [Mg] (magnesium), ClC1=CC=C(C=C1)C1(CCC1)C#N (1-(4-chlorophenyl)-cyclobutanecarbonitrile), BrC1=CC=CC=C1 (bromobenzene). Run in CCOCC (ether), CO (methanol), CCOCC (ether), O (Water), C1(=CC=CC=C1)C (toluene), CCOCC (ether), CCOCC (ether). Yields the product Cl.ClC1=CC=C(C=C1)C1(CCC1)C(C1=CC=CC=C1)N (α-[1 -(4-chlorophenyl)cyclobutyl]benzylamine hydrochloride). RXN SMILES: Br[C:2]1[CH:7]=[CH:6][CH:5]=[CH:4][CH:3]=1.[Mg].[Cl:9]C1C=CC(C2(C#N)CCC2)=CC=1.Cl[C:23]1[CH:24]=[C:25]([C:30]2([C:34]#[N:35])[CH2:33][CH2:32][CH2:31]2)[CH:26]=[CH:27][C:28]=1[Cl:29].[BH4-].[Na+].Cl>CCOCC.CO.O.C1(C)C=CC=CC=1>[ClH:9].[Cl:29][C:28]1[CH:27]=[CH:26][C:25]([C:30]2([CH:34]([NH2:35])[C:2]3[CH:7]=[CH:6][CH:5]=[CH:4][CH:3]=3)[CH2:33][CH2:32][CH2:31]2)=[CH:24][CH:23]=1 |f:4.5,11.12|. Procedure: A solution of bromobenzene (15.7 g) in ether (50 ml) was added dropwise with cooling to magnesium turning (2.4 g) under an atmosphere of nitrogen. A solution of 1-(4-chlorophenyl)-cyclobutanecarbonitrile (19.1 g) prepared in a similar manner to that described in Example 1 for the 1-(3,4-dichlorophenyl)cyclobutane carbonitrile in ether (50 ml) was added and the ether replaced by dry toluene (130 ml). The reaction mixture was heated on a steam bath for one hour. A sample (20 ml) of the resulting s... The reactants are solution, B.C1CCOC1 (borane THF), OCC(CC(=O)O)C([N+](=O)[O-])([N+](=O)[O-])F (4-hydroxy-3-(fluorodinitromethyl)butyric acid), gamma-lactone. Solvent: O (water), O (water). Run at time 24 hour. Product: FC(C(CO)CCO)([N+](=O)[O-])[N+](=O)[O-] (2-(Fluorodinitromethyl)-1,4-butanediol). Yield: 100.2%. RXN SMILES: B.C1COCC1.[OH:7][CH2:8][CH:9]([C:14]([F:21])([N+:18]([O-:20])=[O:19])[N+:15]([O-:17])=[O:16])[CH2:10][C:11](O)=[O:12]>O>[F:21][C:14]([N+:18]([O-:20])=[O:19])([N+:15]([O-:17])=[O:16])[CH:9]([CH2:10][CH2:11][OH:12])[CH2:8][OH:7] |f:0.1|. Procedure: To a 1M solution of borane-THF (5 ml, 5 mmole) stirred under a nitrogen atmosphere in an ice bath was added 1.0 g (4.8 mmole) of 4-hydroxy-3-(fluorodinitromethyl)butyric acid, gamma-lactone. The solution was then held in a water bath at 25°-28° C. for 24 hr. before 1 ml of water was slowly added dropwise. The solution was poured into 15 ml of water and extracted with ether to give 1.02 g (100%) of an oil which was essentially pure by TLC. Chromatography on silica gel 60 using methylene chloride-... Starting materials: NC(=S)N (thiourea), C1=CC=CC=C1 (benzene). Product: C1(CCCCC1)N=C=NC1CCCCC1 (dicyclohexyl carbodiimide). RXN SMILES: [NH2:1][C:2]([NH2:4])=S.[CH:5]1[CH:10]=[CH:9][CH:8]=[CH:7][CH:6]=1>>[CH:5]1([N:1]=[C:2]=[N:4][CH:5]2[CH2:10][CH2:9][CH2:8][CH2:7][CH2:6]2)[CH2:10][CH2:9][CH2:8][CH2:7][CH2:6]1. Procedure details: They are heated to reflux into 200 ml benzene, 33 g of the thiourea obtained in the step G, together with 16 g dicyclohexyl carbodiimide for 5 hours. After achievement of the reaction, it is cooled, washed with water than with an aqueous solution of sodium carbonate and further with water. It is dried and concentrated to dryness under vacuum, the residue is taken up with 100 ml methanol and 20 ml water, then the pH value is adjusted to 1 with concentrated hydrochloric acid. The end of the reacti... The reactants are C1(=CC=CC=C1)C(C1=CC=CC=C1)N1CCNCC1 (Diphenylmethylpiperazine), C(Cl)C1CO1 (epichlorohydrin), C(=O)(O)[O-].[Na+] (NaHCO3). The solvent is C(C)O (ethanol), C(C)O (ethanol). Product: ClCC(CN1CCN(CC1)C(C1=CC=CC=C1)C1=CC=CC=C1)O (1-(1-Chloro-2-hydroxy-3-propanyl)-4-(diphenylmethyl)piperazine). RXN SMILES: [C:1]1([CH:7]([N:14]2[CH2:19][CH2:18][NH:17][CH2:16][CH2:15]2)[C:8]2[CH:13]=[CH:12][CH:11]=[CH:10][CH:9]=2)[CH:6]=[CH:5][CH:4]=[CH:3][CH:2]=1.[CH2:20]([CH:22]1[O:24][CH2:23]1)[Cl:21].C([O-])(O)=O.[Na+]>C(O)C>[Cl:21][CH2:20][CH:22]([OH:24])[CH2:23][N:17]1[CH2:16][CH2:15][N:14]([CH:7]([C:8]2[CH:13]=[CH:12][CH:11]=[CH:10][CH:9]=2)[C:1]2[CH:6]=[CH:5][CH:4]=[CH:3][CH:2]=2)[CH2:19][CH2:18]1 |f:2.3|. Reported procedure: Diphenylmethylpiperazine (16.4 g, 0.065 mol) in ethanol (250 mL) was added dropwise to epichlorohydrin (5.1 mL, 0.065 mL) in ethanol (13 mL) with anhydrous NaHCO3 (0.065 mol, 5,46 g) at 0° C., over 45 min at room temperature under N2. After 17 h the NaHCO3 was removed by filtration via a sintered glass funnel and the ethanol removed from the filtrate in vacuo giving a white-yellow solid (21.5 g). This solid after triturating with Et2O (300 mL) gave a precipitate which was filtered and dried in v... The reactants are CC1=NCCC2=CC=C(C=C12)[N+](=O)[O-] (1-methyl-7-nitro-3,4-dihydroisoquinoline), [BH4-].[Na+] (sodium borohydride), Cl (HCl). Solvent: CO (methanol). Conditions: time 30 minute. Yields the product Cl.CC1NCCC2=CC=C(C=C12)[N+](=O)[O-] (1-Methyl-7-nitro-1,2,3,4-tetrahydroisoquinoline hydrochloride). Reaction SMILES: [CH3:1][C:2]1[C:11]2[C:6](=[CH:7][CH:8]=[C:9]([N+:12]([O-:14])=[O:13])[CH:10]=2)[CH2:5][CH2:4][N:3]=1.[BH4-].[Na+].[ClH:17]>CO>[ClH:17].[CH3:1][CH:2]1[C:11]2[C:6](=[CH:7][CH:8]=[C:9]([N+:12]([O-:14])=[O:13])[CH:10]=2)[CH2:5][CH2:4][NH:3]1 |f:1.2,5.6|. Procedure: To a solution of 1-methyl-7-nitro-3,4-dihydroisoquinoline (397 g, 20.9 mmol) in methanol (80 ml) was added sodium borohydride (0.87 g, 23.0 mmol) portionwise. The mixture was stirred for 30 min., acidified with 6N HCl, the solvent was evaporated and the solid was stirred in isopropanol, collected and washed with ether: 5.33 g (>100%); MS (M+H)+ 193. Reactants: intermediate G, N[C@H]1[C@H](CCCC1)N (cis-1,2-diaminocyclohexane), FC(C1=C(C(=O)O)C(=CC(=C1)C(F)(F)F)OC)(F)F (2,4-bis(trifluoromethyl)-6-methoxybenzoic acid). Product: N[C@@H]1[C@@H](CCCC1)NC(C1=C(C=C(C=C1C(F)(F)F)C(F)(F)F)OC)=O (cis-N-(2-Amino-cyclohexyl)-2-methoxy-4,6-bis-trifluoromethyl-benzamide). RXN SMILES: [NH2:1][C@@H:2]1[CH2:7][CH2:6][CH2:5][CH2:4][C@@H:3]1[NH2:8].[F:9][C:10]([F:27])([F:26])[C:11]1[CH:19]=[C:18]([C:20]([F:23])([F:22])[F:21])[CH:17]=[C:16]([O:24][CH3:25])[C:12]=1[C:13](O)=[O:14]>>[NH2:1][C@H:2]1[CH2:7][CH2:6][CH2:5][CH2:4][C@H:3]1[NH:8][C:13](=[O:14])[C:12]1[C:11]([C:10]([F:26])([F:27])[F:9])=[CH:19][C:18]([C:20]([F:21])([F:22])[F:23])=[CH:17][C:16]=1[O:24][CH3:25]. Reported procedure: The title compound, yellow foam, MS: m/e=385.1 [(M+H)+], was prepared in accordance with the general method of intermediate G from cis-1,2-diaminocyclohexane and 2,4-bis(trifluoromethyl)-6-methoxybenzoic acid. Starting materials: C(C)OC(=O)C1=C(N(C2=CC=C(C=C12)O)C1=CC=C(C=C1)OC)CC(=O)OCC (2-Ethoxycarbonylmethyl-5-hydroxy-1-(4-methoxyphenyl)indole-3-carboxylic acid ethyl ester), FC(C1=CC=C(C=C1)B(O)O)(F)F (4-trifluoromethylphenylboronic acid). Yields the product C(C)OC(=O)C1=C(N(C2=CC=C(C=C12)OC1=CC=C(C=C1)C(F)(F)F)C1=CC=C(C=C1)OC)CC(=O)OCC (1-(4-Methoxyphenyl)-2-ethoxycarbonylmethyl-5-(4-trifluoromethylphenoxy)indole-3-carboxylic acid ethyl ester). As a reaction SMILES: [CH2:1]([O:3][C:4]([C:6]1[C:14]2[C:9](=[CH:10][CH:11]=[C:12]([OH:15])[CH:13]=2)[N:8]([C:16]2[CH:21]=[CH:20][C:19]([O:22][CH3:23])=[CH:18][CH:17]=2)[C:7]=1[CH2:24][C:25]([O:27][CH2:28][CH3:29])=[O:26])=[O:5])[CH3:2].[F:30][C:31]([F:42])([F:41])[C:32]1[CH:37]=[CH:36][C:35](B(O)O)=[CH:34][CH:33]=1>>[CH2:1]([O:3][C:4]([C:6]1[C:14]2[C:9](=[CH:10][CH:11]=[C:12]([O:15][C:35]3[CH:36]=[CH:37][C:32]([C:31]([F:42])([F:41])[F:30])=[CH:33][CH:34]=3)[CH:13]=2)[N:8]([C:16]2[CH:21]=[CH:20][C:19]([O:22][CH3:23])=[CH:18][CH:17]=2)[C:7]=1[CH2:24][C:25]([O:27][CH2:28][CH3:29])=[O:26])=[O:5])[CH3:2]. Reported procedure: The sub-title compound was prepared in accordance with step (c) Example 1 from 2-ethoxycarbonylmethyl-5-hydroxy-1-(4-methoxyphenyl)indole-3-carboxylic acid ethyl ester (176 mg, 0.46 mmol, see step (b) Example 4) and 4-trifluoromethylphenylboronic acid (129 mg, 0.68 mmol) Yield 140 mg (56%). The reactants are NC1=NC2=CC=CC=C2C(C1(C)C)(O)C1=CC=CC=C1 (2-amino-3,4-dihydro-3,3-dimethyl-4-phenylquinolin-4-ol), CO (methanol). Solvent: [OH-].[Na+] (sodium hydroxide). Yields the product OC1(C(C(NC2=CC=CC=C12)=O)(C)C)C1=CC=CC=C1 (3,4-Dihydro-4-hydroxy-3,3-dimethyl-4-phenyl-2(1H)-quinolinone). Reaction SMILES: N[C:2]1[C:11]([CH3:13])([CH3:12])[C:10]([C:15]2[CH:20]=[CH:19][CH:18]=[CH:17][CH:16]=2)([OH:14])[C:9]2[C:4](=[CH:5][CH:6]=[CH:7][CH:8]=2)[N:3]=1.C[OH:22]>[OH-].[Na+]>[OH:14][C:10]1([C:15]2[CH:20]=[CH:19][CH:18]=[CH:17][CH:16]=2)[C:9]2[C:4](=[CH:5][CH:6]=[CH:7][CH:8]=2)[NH:3][C:2](=[O:22])[C:11]1([CH3:13])[CH3:12] |f:2.3|. Procedure: A solution of 2-amino-3,4-dihydro-3,3-dimethyl-4-phenylquinolin-4-ol (5.32 g., 0.02 mole) in methanol (40 ml.) and 2N aqueous sodium hydroxide (20 ml. ) was heated under reflux for 6 hours. The mixture was poured onto water, extracted with chloroform and the combined extracts washed and dried (MgSO4). After removal of the solvent the residue was crystallised from toluene to give the title compound (4.73g., m.p. 185° - 187° C). [Found: C, 76.25, H, 6.6, N, 5.3% C17H17NO2 requires, 76.4, H, 6.4, N... The reactants are COC(C1=CC(=C(C=C1)I)[N+](=O)[O-])=O (4-iodo-3-nitrobenzoic acid methyl ester), N (ammonia). Run in CO (methanol). The product is IC1=C(C=C(C(=O)N)C=C1)[N+](=O)[O-] (4-iodo-3-nitrobenzamide). The yield is 95.0%. As a reaction SMILES: C[O:2][C:3](=O)[C:4]1[CH:9]=[CH:8][C:7]([I:10])=[C:6]([N+:11]([O-:13])=[O:12])[CH:5]=1.[NH3:15]>CO>[I:10][C:7]1[CH:8]=[CH:9][C:4]([C:3]([NH2:15])=[O:2])=[CH:5][C:6]=1[N+:11]([O-:13])=[O:12]. Procedure: A solution of 4-iodo-3-nitrobenzoic acid methyl ester (2.0 g, 6.5 mmol) in methanol (80 ml) is cooled to −15° C. To the solution, ammonia gas (about 1.02 g, 0.06 mol) is passed till saturation. The solution is kept at room temperature (25±2° C.) for 3 days. The solvent is then evaporated under reduced pressure to obtain 4-iodo-3-nitrobenzamide as an yellow solid (95% yield, 98% HPLC). The solid (1 g) is added to methanol (10 ml) and heated to 55° C. to get a clear solution. While the solution is...